This data is from the Open Reaction Database (ORD), a public repository of structured organic reaction records. The task is: describe an organic reaction: reactants, conditions, products, and yield Reactants: C(C)(C)N1CCNCC1 (N-isopropylpiperazine), ClC1=CC=C(C=N1)S(=O)(=O)Cl (6-chloropyridine-3-sulfonyl chloride). Product: ClC1=CC=C(C=N1)S(=O)(=O)N1CCN(CC1)C(C)C (1-[(6-Chloropyridin-3-yl)sulfonyl]-4-isopropylpiperazine). Isolated yield 89.0%. As a reaction SMILES: [CH:1]([N:4]1[CH2:9][CH2:8][NH:7][CH2:6][CH2:5]1)([CH3:3])[CH3:2].[Cl:10][C:11]1[N:16]=[CH:15][C:14]([S:17](Cl)(=[O:19])=[O:18])=[CH:13][CH:12]=1>>[Cl:10][C:11]1[N:16]=[CH:15][C:14]([S:17]([N:7]2[CH2:8][CH2:9][N:4]([CH:1]([CH3:3])[CH3:2])[CH2:5][CH2:6]2)(=[O:19])=[O:18])=[CH:13][CH:12]=1. Procedure details: The title compound was prepared as described for Example 25 using N-isopropylpiperazine and 6-chloropyridine-3-sulfonyl chloride (described in: Naegeli, C. et al. Helv. Chim. Actal. 1938, 21, 1746-1750). Yield: 89%: 1H NMR (CDCl3, 400 MHz) δ 8.73 (d, J=3 Hz, 1 H), 7.96 (dd, J=8, 3 Hz, 1 H), 7.48 (d, J=8 Hz, 1 H), 3.12-3.01 (m, 4 H), 2.76-2.63 (m, 1 H), 2.63-2.54 (m, 4 H), 0.99 (d, J=7 Hz, 6 H); 13C NMR (CDCl3, 100 MHz) δ 156.1, 149.3, 138.2, 131.7, 125.0, 54.8, 48.0, 46.7, 18.7; MS (ES) m/z 304 ... Starting materials: Cc1cccc(C)c1C(=O)Cl, CN1CCc2c(N)cccc2C1. Yields the product Cc1cccc(C)c1C(=O)Nc1cccc2c1CCN(C)C2. Reaction SMILES: [CH3:13][c:14]1[c:15]([C:16](=[O:17])[Cl:18])[c:19]([CH3:23])[cH:20][cH:21][cH:22]1.[NH2:1][c:2]1[c:3]2[c:8]([cH:9][cH:10][cH:11]1)[CH2:7][N:6]([CH3:12])[CH2:5][CH2:4]2>>[NH:1]([c:2]1[c:3]2[c:8]([cH:9][cH:10][cH:11]1)[CH2:7][N:6]([CH3:12])[CH2:5][CH2:4]2)[C:16]([c:15]1[c:14]([CH3:13])[cH:22][cH:21][cH:20][c:19]1[CH3:23])=[O:17]. Yields the product C(C)(=O)NC1C(CNCC1)(C)C (4-acetylamino-3,3-dimethylpiperidine). Reaction SMILES: [C:1]([NH:4][CH:5]1[CH2:10][CH2:9][N:8](CC2C=CC=CC=2)[CH2:7][C:6]1([CH3:19])[CH3:18])(=[O:3])[CH3:2]>CO.[H][H].[OH-].[OH-].[Pd+2]>[C:1]([NH:4][CH:5]1[CH2:10][CH2:9][NH:8][CH2:7][C:6]1([CH3:19])[CH3:18])(=[O:3])[CH3:2] |f:3.4.5|. Procedure: A mixture of 20% Pd(OH)2 on carbon (0.3 g) and 4-acetylamino-1-benzyl-3,3-dimethyl piperidine (1.8 g, 6.92 mmol) in methanol (20 ml) was stirred in hydrogen atmosphere (1 atm.) at 35° C. for 6 hr. The catalyst was filtered off, washed with methanol and filtrate was concentrated to dryness to afford 4-acetylamino-3,3-dimethylpiperidine. Yield 1.0 g (90%), C9H18N2O, m/z 171 (M+1). The reagents and catalysts are [OH-].[OH-].[Pd+2] (Pd(OH)2 on carbon). The solvent is CO (methanol), [H][H] (hydrogen). Starting materials: C(C)(=O)NC1C(CN(CC1)CC1=CC=CC=C1)(C)C (4-acetylamino-1-benzyl-3,3-dimethyl piperidine). The reactants are CC(C)(C)OC(=O)Nc1ccc2c(c1)OC(C)(C)C(C#N)=C2c1ccc(F)cc1, Cl, C1COCCO1. Product: CC1(C)Oc2cc(N)ccc2C(c2ccc(F)cc2)=C1C#N. As a reaction SMILES: [C:1](#[N:2])[C:3]1=[C:12]([c:13]2[cH:14][cH:15][c:16]([F:19])[cH:17][cH:18]2)[c:11]2[c:6]([cH:7][c:8]([NH:20][C:21](=[O:22])[O:23][C:24]([CH3:25])([CH3:26])[CH3:27])[cH:9][cH:10]2)[O:5][C:4]1([CH3:28])[CH3:29].[ClH:36].[O:30]1[CH2:31][CH2:32][O:33][CH2:34][CH2:35]1>>[C:1](#[N:2])[C:3]1=[C:12]([c:13]2[cH:14][cH:15][c:16]([F:19])[cH:17][cH:18]2)[c:11]2[c:6]([cH:7][c:8]([NH2:20])[cH:9][cH:10]2)[O:5][C:4]1([CH3:28])[CH3:29]. Reactants: CN(C)CCCC(=O)[O-], CN(C)C=O, On1nnc2ccccc21, OCCC1CCCCN1. Yields the product CN(C)CCCC(=O)N1CCCCC1CCO. As a reaction SMILES: [CH3:20][N:21]([CH2:22][CH2:23][CH2:24][C:25](=[O:26])[O-:27])[CH3:28].[CH3:29][N:30]([CH3:31])[CH:32]=[O:33].[OH:10][n:11]1[c:12]2[c:13]([cH:14][cH:15][cH:16][cH:17]2)[n:18][n:19]1.[OH:1][CH2:2][CH2:3][CH:4]1[NH:5][CH2:6][CH2:7][CH2:8][CH2:9]1>>[OH:1][CH2:2][CH2:3][CH:4]1[N:5]([C:25]([CH2:24][CH2:23][CH2:22][N:21]([CH3:20])[CH3:28])=[O:26])[CH2:6][CH2:7][CH2:8][CH2:9]1.